The task is: describe an organic reaction: reactants, conditions, products, and yield. This data is from the Open Reaction Database (ORD), a public repository of structured organic reaction records. The product is C(C=C)N(C(C=1C=C(C(=O)O)C=C(C1)OCC)=O)CC (N-Allyl-N-ethyl-5-ethoxy-isophthalamic acid). Procedure: A solution of 1.0 g (4.45 mmol) 5-ethoxy-isophthalic acid mono methyl ester, 10 ml toluene and 0.5 ml SOCl2 is treated with one drop DMF and heated to 80° C. till the evolution of gas ceases. After cooling down the mixture is evaporated, dissolved in 5 ml DCM and added to an at 0° C. stirred mixture of 10 ml 10% aqueous Na2CO3, 0.81 g (6.7 mmol) allyl ethyl amine hydrochloride (see IVb) and 5 ml DCM. After 1 h the layers are separated and the organic layer is washed with 1N HCl, brine, dried wit... Run in CO (MeOH). As a reaction SMILES: C[O:2][C:3](=[O:21])[C:4]1[CH:17]=[C:16]([O:18][CH2:19][CH3:20])[CH:15]=[C:6]([C:7]([N:9]([CH2:12][CH:13]=[CH2:14])[CH2:10][CH3:11])=[O:8])[CH:5]=1.[OH-].[Na+]>CO>[CH2:12]([N:9]([CH2:10][CH3:11])[C:7](=[O:8])[C:6]1[CH:5]=[C:4]([CH:17]=[C:16]([O:18][CH2:19][CH3:20])[CH:15]=1)[C:3]([OH:21])=[O:2])[CH:13]=[CH2:14] |f:1.2|. Run at time 18 hour. Starting materials: COC(C1=CC(C(=O)N(CC)CC=C)=CC(=C1)OCC)=O (N-allyl-5-ethoxy-N-ethyl-isophthalamic acid methyl ester), [OH-].[Na+] (NaOH). Reported procedure: A mixture of 1-(3,4-dimethoxyphenylethyl)barbituric acid (20.2 g) and phosphorus oxychloride (100 ml) is refluxed for 2.5 hours at 100°-110° C. The excess of phosphorus oxychloride is distilled. The residue is poured onto crushed ice and made basic with a cold solution of 30% aqueous sodium hydroxide. A yellow gummy precipitate is separated and extracted with chloroform. The extract is washed with water, dried over sodium sulfate and concentrated to dryness under reduced pressure. The residue is... Starting materials: COC=1C=C(C=CC1OC)CCN1C(=O)NC(=O)CC1=O (1-(3,4-dimethoxyphenylethyl)barbituric acid), P(=O)(Cl)(Cl)Cl (phosphorus oxychloride). Yields the product ClC1=NC(N2C(C3=CC(=C(C=C3CC2)OC)OC)=C1)=O (2-Chloro-9,10-dimethoxy-6,7-dihydro-4H-pyrimido(6,1-a)isoquinolin-4-one). As a reaction SMILES: [CH3:1][O:2][C:3]1[CH:4]=[C:5]([CH2:11][CH2:12][N:13]2[C:20](=O)[CH2:19][C:17](=O)[NH:16][C:14]2=[O:15])[CH:6]=[CH:7][C:8]=1[O:9][CH3:10].P(Cl)(Cl)([Cl:24])=O>>[Cl:24][C:17]1[CH:19]=[C:20]2[C:6]3[C:5]([CH2:11][CH2:12][N:13]2[C:14](=[O:15])[N:16]=1)=[CH:4][C:3]([O:2][CH3:1])=[C:8]([O:9][CH3:10])[CH:7]=3.